From a dataset of the Open Reaction Database (ORD), a public repository of structured organic reaction records. describe an organic reaction: reactants, conditions, products, and yield Reactants: CC1=NC=C(C(=O)O)C=C1 (6-Methylnicotinic acid), C(C=O)(=O)OCC (ethyl glyoxalate), CC(=O)OC(=O)C (Ac2O). Conditions: temperature 130 celsius. Product: C(C)OC(/C=C/C1=NC=C(C(=O)O)C=C1)=O (6-[(1E)-3-ethoxy-3-oxoprop-1-en-1-yl]nicotinic acid). The yield is 145.7%. As a reaction SMILES: [CH3:1][C:2]1[CH:10]=[CH:9][C:5]([C:6]([OH:8])=[O:7])=[CH:4][N:3]=1.[C:11]([O:15][CH2:16][CH3:17])(=[O:14])[CH:12]=O.CC(OC(C)=O)=O>>[CH2:16]([O:15][C:11](=[O:14])/[CH:12]=[CH:1]/[C:2]1[CH:10]=[CH:9][C:5]([C:6]([OH:8])=[O:7])=[CH:4][N:3]=1)[CH3:17]. Procedure details: 6-Methylnicotinic acid (5 g, 36 mmol) and ethyl glyoxalate (50% solution in toluene −8.7 mL, 44 mmol) were added to Ac2O (25 mL) and stirred under a nitrogen atmosphere. The reaction was heated at 130° C. for 3 h then allowed to cool to RT over 17 h. The reaction was then quenched with water (10 mL) and concentrated to dryness in vacuo to afford the product as a brown solid (11.6 g, >100%). m/z=222 [M+H]+. Reactants: [Al+3], CCOC(=O)c1cc2ccnc(N(Cc3ccccc3)Cc3ccccc3)c2[nH]1, [H-], [H-], [H-], [H-], [Li+], C1CCOC1. The product is OCc1cc2ccnc(N(Cc3ccccc3)Cc3ccccc3)c2[nH]1. RXN SMILES: [Al+3:31].[CH2:1]([c:2]1[cH:3][cH:4][cH:5][cH:6][cH:7]1)[N:8]([c:9]1[n:10][cH:11][cH:12][c:13]2[c:14]1[nH:15][c:16]([C:18](=[O:19])[O:20][CH2:21][CH3:22])[cH:17]2)[CH2:23][c:24]1[cH:25][cH:26][cH:27][cH:28][cH:29]1.[H-:30].[H-:33].[H-:34].[H-:35].[Li+:32].[O:36]1[CH2:37][CH2:38][CH2:39][CH2:40]1>>[CH2:1]([c:2]1[cH:3][cH:4][cH:5][cH:6][cH:7]1)[N:8]([c:9]1[n:10][cH:11][cH:12][c:13]2[c:14]1[nH:15][c:16]([CH2:18][OH:19])[cH:17]2)[CH2:23][c:24]1[cH:25][cH:26][cH:27][cH:28][cH:29]1. The reactants are [N+](=O)([O-])C1=CC(=C(NC1=O)C(=O)OCC)C(=O)OCC (Diethyl 1,6-dihydro-5-nitro-6-oxo-2,3-pyridinedicarboxylate), P(=O)(Cl)(Cl)Cl (phosphorous oxychloride). Conditions: temperature 80 celsius. The product is ClC1=C(C=C(C(=N1)C(=O)OCC)C(=O)OCC)[N+](=O)[O-] (Diethyl 6-chloro-5-nitro-2,3-pyridinedicarboxylate). Isolated yield 73.9%. RXN SMILES: [N+:1]([C:4]1[C:9](=O)[NH:8][C:7]([C:11]([O:13][CH2:14][CH3:15])=[O:12])=[C:6]([C:16]([O:18][CH2:19][CH3:20])=[O:17])[CH:5]=1)([O-:3])=[O:2].P(Cl)(Cl)([Cl:23])=O>>[Cl:23][C:9]1[N:8]=[C:7]([C:11]([O:13][CH2:14][CH3:15])=[O:12])[C:6]([C:16]([O:18][CH2:19][CH3:20])=[O:17])=[CH:5][C:4]=1[N+:1]([O-:3])=[O:2]. Reported procedure: Diethyl 1,6-dihydro-5-nitro-6-oxo-2,3-pyridinedicarboxylate (26.23 g, 0.92 mol) is partially dissolved under N2 atmosphere in 250 mL of phosphorous oxychloride and the mixture is heated to 80° C. for 15 hours. The mixture is cooled and concentrated and the resulting oil dissolved in ethyl acetate and washed with water, 10% K2CO3 and brine. The organic layer is dried over MgSO4, filtered and the solvent removed to yield a solid which is recrystallized from absolute ethanol/water to give 20.65 g o...